Dataset: the Open Reaction Database (ORD), a public repository of structured organic reaction records. Task: describe an organic reaction: reactants, conditions, products, and yield The reactants are COC(=O)c1ccc(-c2cscc2C)c(C(F)(F)F)c1, CCO, [Na+], [OH-], O. Product: Cc1cscc1-c1ccc(C(=O)O)cc1C(F)(F)F. As a reaction SMILES: [CH3:1][c:2]1[c:3](-[c:7]2[c:8]([C:17]([F:18])([F:19])[F:20])[cH:9][c:10]([C:11](=[O:12])[O:13][CH3:14])[cH:15][cH:16]2)[cH:4][s:5][cH:6]1.[CH3:23][CH2:24][OH:25].[Na+:22].[OH-:21].[OH2:26]>>[CH3:1][c:2]1[c:3](-[c:7]2[c:8]([C:17]([F:18])([F:19])[F:20])[cH:9][c:10]([C:11](=[O:12])[OH:13])[cH:15][cH:16]2)[cH:4][s:5][cH:6]1. The reactants are CC(C)=O, C1CC2CC1C1OC21, O, O=S(=O)(O)O. Product: OC1C2CCC(C2)C1O. Reaction SMILES: [CH3:15][C:16](=[O:17])[CH3:18].[O:1]1[CH:2]2[CH:3]3[CH2:4][CH2:5][CH:6]([CH:7]12)[CH2:8]3.[OH2:9].[S:10]([OH:11])(=[O:12])(=[O:13])[OH:14]>>[OH:1][CH:7]1[CH:2]([OH:11])[CH:3]2[CH2:4][CH2:5][CH:6]1[CH2:8]2. Procedure details: To a cooled (−78° C.) solution of methyl 4-(2,2-dimethoxyethyl)benzoate (assume 7.08 mmol) in THF (30 mL) was added drop wise a solution of lithium aluminium hydride (2.0 M in THF, 3.50 mL, 7.00 mmol). The reaction mixture was allowed to warm to RT over 4 hours. The mixture was sequentially treated with water (0.266 mL), 2M aqueous sodium hydroxide (0.266 mL) and water (3×0.266 mL). The mixture was diluted with ethyl acetate and magnesium sulfate added. The mixture was stirred at RT for 1 hour a... Reaction SMILES: [CH3:1][O:2][CH:3]([O:15][CH3:16])[CH2:4][C:5]1[CH:14]=[CH:13][C:8]([C:9](OC)=[O:10])=[CH:7][CH:6]=1.[H-].[Al+3].[Li+].[H-].[H-].[H-].O.[OH-].[Na+]>C1COCC1.C(OCC)(=O)C.S([O-])([O-])(=O)=O.[Mg+2]>[CH3:16][O:15][CH:3]([O:2][CH3:1])[CH2:4][C:5]1[CH:14]=[CH:13][C:8]([CH2:9][OH:10])=[CH:7][CH:6]=1 |f:1.2.3.4.5.6,8.9,12.13|. The product is COC(CC1=CC=C(C=C1)CO)OC ((4-(2,2-Dimethoxyethyl)phenyl)methanol). The yield is 61.5%. The reactants are COC(CC1=CC=C(C(=O)OC)C=C1)OC (methyl 4-(2,2-dimethoxyethyl)benzoate), [H-].[Al+3].[Li+].[H-].[H-].[H-] (lithium aluminium hydride), O (water), [OH-].[Na+] (sodium hydroxide), O (water). The solvent is C(C)(=O)OCC (ethyl acetate), S(=O)(=O)([O-])[O-].[Mg+2] (magnesium sulfate), C1CCOC1 (THF). Run at time 1 hour. Starting materials: N1(CC(CCC1)C(=O)OCC)C(=O)OCC1=CC=CC=C1 (1-benzyl 3-ethyl piperidine-1,3-dicarboxylate), CO (MeOH), [H-].[H-].[H-].[H-].[Li+].[Al+3] (LiAlH4), C(Cl)Cl (DCM). Run in C1CCOC1 (THF), [OH-].[Na+].O (NaOH H2O), C1CCOC1 (THF). Run at temperature -10 celsius. Product: OCC1CN(CCC1)C(=O)OCC1=CC=CC=C1 (benzyl 3-(hydroxymethyl)piperidine-1-carboxylate). RXN SMILES: [H-].[H-].[H-].[H-].[Li+].[Al+3].[N:7]1([C:18]([O:20][CH2:21][C:22]2[CH:27]=[CH:26][CH:25]=[CH:24][CH:23]=2)=[O:19])[CH2:12][CH2:11][CH2:10][CH:9]([C:13](OCC)=[O:14])[CH2:8]1.C(Cl)Cl.CO>C1COCC1.[OH-].[Na+].O>[OH:14][CH2:13][CH:9]1[CH2:10][CH2:11][CH2:12][N:7]([C:18]([O:20][CH2:21][C:22]2[CH:23]=[CH:24][CH:25]=[CH:26][CH:27]=2)=[O:19])[CH2:8]1 |f:0.1.2.3.4.5,10.11.12|. Reported procedure: A 250-mL 3-necked round-bottomed flask was charged with a solution of LiAlH4 (2.96 g, 77.83 mmol, 2.00 equiv) in THF (150 mL). To this solution was added 1-benzyl 3-ethyl piperidine-1,3-dicarboxylate (11.4 g, 39.16 mmol, 1.00 equiv) in THF (50 mL) drop wise with stirring at −10° C. The resulting mixture was allowed to stir about 1 hour at −10° C. The progress was monitored by TLC (DCM: MeOH=10:1). The resulting solution was diluted with 10 mL of NaOH/H2O. The solids were filtered out. The result...